Dataset: the Open Reaction Database (ORD), a public repository of structured organic reaction records. Task: describe an organic reaction: reactants, conditions, products, and yield Reactants: C1(=CC=CC=C1)C12CNCC2C1 (1-phenyl-3-azabicyclo[3.1.0]hexane), C([O-])([O-])=O.[Na+].[Na+] (sodium carbonate), C1(CCCCC1)C(=O)Cl (cyclohexylcarbonyl chloride). The solvent is C1=CC=CC=C1 (benzene), O (water), C1=CC=CC=C1 (benzene). Product: C1(CCCCC1)C(=O)N1CC2(CC2C1)C1=CC=CC=C1 (3-Cyclohexylcarbonyl-1-phenyl-3-azabicyclo[3.1.0]hexane). As a reaction SMILES: [C:1]1([C:7]23[CH2:12][CH:11]2[CH2:10][NH:9][CH2:8]3)[CH:6]=[CH:5][CH:4]=[CH:3][CH:2]=1.C(=O)([O-])[O-].[Na+].[Na+].[CH:19]1([C:25](Cl)=[O:26])[CH2:24][CH2:23][CH2:22][CH2:21][CH2:20]1>C1C=CC=CC=1.O>[CH:19]1([C:25]([N:9]2[CH2:10][CH:11]3[C:7]([C:1]4[CH:2]=[CH:3][CH:4]=[CH:5][CH:6]=4)([CH2:12]3)[CH2:8]2)=[O:26])[CH2:24][CH2:23][CH2:22][CH2:21][CH2:20]1 |f:1.2.3|. Reported procedure: A 6.4 g. portion of 1-phenyl-3-azabicyclo[3.1.0]hexane is added to 60 ml. of benzene. A 4.2 g. portion of sodium carbonate in 40 ml. of water is added with stirring. A 5.9 g. portion of cyclohexylcarbonyl chloride in 40 ml. of benzene is added and the mixture is stirred overnight. The oily solid in the aqueous layer is extracted with chloroform. The extracts are washed with water and dilute hydrochloric acid, dried over magnesium sulfate, filtered and evaporated. The oily residue is extracted wi... Starting materials: CCOC(=O)CC(=O)OCC, O=C([O-])[O-], CCCCCC, [K+], [K+], O=[N+]([O-])c1ccccc1CBr, C1COCCOCCOCCOCCOCCO1, O. Product: CCOC(=O)C(Cc1ccccc1[N+](=O)[O-])C(=O)OCC. RXN SMILES: [C:12]([CH2:13][C:14](=[O:15])[O:16][CH2:17][CH3:18])(=[O:19])[O:20][CH2:21][CH3:22].[C:23](=[O:24])([O-:25])[O-:26].[CH3:47][CH2:48][CH2:49][CH2:50][CH2:51][CH3:52].[K+:27].[K+:28].[N+:1](=[O:2])([O-:3])[c:4]1[c:5]([CH2:6][Br:7])[cH:8][cH:9][cH:10][cH:11]1.[O:29]1[CH2:30][CH2:31][O:32][CH2:33][CH2:34][O:35][CH2:36][CH2:37][O:38][CH2:39][CH2:40][O:41][CH2:42][CH2:43][O:44][CH2:45][CH2:46]1.[OH2:53]>>[N+:1](=[O:2])([O-:3])[c:4]1[c:5]([CH2:6][CH:13]([C:12](=[O:19])[O:20][CH2:21][CH3:22])[C:14](=[O:15])[O:16][CH2:17][CH3:18])[cH:8][cH:9][cH:10][cH:11]1. Procedure details: A solution of 5.66 g (20 mmol) 1-bromo-3-iodo-benzene in 25 ml THF was stirred at −20° C. A 1.82 M solution of isopropylmagnesium chloride (12.1 ml, 22.0 mmol) in THF was added and the mixture was stirred 1 h at 0° C. The mixture was cooled to −78° C. and a solution of 5.38 g (20 mmol) 2-[(E)-tert-butoxycarbonylimino]-3,3,3-trifluoro-propionic acid ethyl ester in 50 ml of THF was added over a period of 2 h. After 20 min the mixture was quenched with 5% aqueous NH4Cl. The mixture was extracted wi... Product: C(C)OC(C(C(F)(F)F)(NC(=O)OC(C)(C)C)C1=CC(=CC=C1)Br)=O (2-(3-Bromo-phenyl)-2-tert-butoxycarbonylamino-3,3,3-trifluoro-propionic acid ethyl ester). Run at temperature 0 celsius, time 1 hour. The solvent is C1CCOC1 (THF), C1CCOC1 (THF), C1CCOC1 (THF). Reaction SMILES: [Br:1][C:2]1[CH:7]=[CH:6][CH:5]=[C:4](I)[CH:3]=1.C([Mg]Cl)(C)C.[CH2:14]([O:16][C:17](=[O:31])/[C:18](=[N:23]\[C:24]([O:26][C:27]([CH3:30])([CH3:29])[CH3:28])=[O:25])/[C:19]([F:22])([F:21])[F:20])[CH3:15]>C1COCC1>[CH2:14]([O:16][C:17](=[O:31])[C:18]([C:4]1[CH:5]=[CH:6][CH:7]=[C:2]([Br:1])[CH:3]=1)([NH:23][C:24]([O:26][C:27]([CH3:30])([CH3:29])[CH3:28])=[O:25])[C:19]([F:22])([F:21])[F:20])[CH3:15]. Reactants: C(C)OC(\C(\C(F)(F)F)=N/C(=O)OC(C)(C)C)=O (2-[(E)-tert-butoxycarbonylimino]-3,3,3-trifluoro-propionic acid ethyl ester), BrC1=CC(=CC=C1)I (1-bromo-3-iodo-benzene), solution, C(C)(C)[Mg]Cl (isopropylmagnesium chloride). Starting materials: ClC1=CC(=NC(=N1)N1C(CCC1)C1=CC(=NO1)C1=NC=CC=C1)NC1=CC(=NN1)C (6-chloro-N-(3-methyl-1H-pyrazol-5-yl)-2-[2-(3-pyridin-2-ylisoxazol-5-yl)pyrrolidin-1-yl]pyrimidin-4-amine), C(C)(C)(C)OC(=O)N1CC2(C1)CCNCC2 (2-(tert-butoxycarbonyl)-2,7-diazaspiro[3.5]nonane). Solvent: O1CCOCC1 (1,4-dioxane). Conditions: temperature 160 celsius. Product: C(C)(C)(C)OC(=O)N1CC2(C1)CCN(CC2)C2=CC(=NC(=N2)N2C(CCC2)C2=CC(=NO2)C2=NC=CC=C2)NC2=NNC(=C2)C (6-[2-(tert-Butoxycarbonyl)-2,7-diazaspiro[3.5]nonan-7-yl]-4-(5-methyl-1H-pyrazol-3-ylamino)-2-[2-{3-(pyrid-2-yl)isoxazol-5-yl}pyrrolidin-1-yl]pyrimidine). The yield is 54.8%. Reaction SMILES: Cl[C:2]1[N:7]=[C:6]([N:8]2[CH2:12][CH2:11][CH2:10][CH:9]2[C:13]2[O:17][N:16]=[C:15]([C:18]3[CH:23]=[CH:22][CH:21]=[CH:20][N:19]=3)[CH:14]=2)[N:5]=[C:4]([NH:24][C:25]2[NH:29][N:28]=[C:27]([CH3:30])[CH:26]=2)[CH:3]=1.[C:31]([O:35][C:36]([N:38]1[CH2:41][C:40]2([CH2:46][CH2:45][NH:44][CH2:43][CH2:42]2)[CH2:39]1)=[O:37])([CH3:34])([CH3:33])[CH3:32]>O1CCOCC1>[C:31]([O:35][C:36]([N:38]1[CH2:41][C:40]2([CH2:46][CH2:45][N:44]([C:2]3[N:7]=[C:6]([N:8]4[CH2:12][CH2:11][CH2:10][CH:9]4[C:13]4[O:17][N:16]=[C:15]([C:18]5[CH:23]=[CH:22][CH:21]=[CH:20][N:19]=5)[CH:14]=4)[N:5]=[C:4]([NH:24][C:25]4[CH:26]=[C:27]([CH3:30])[NH:28][N:29]=4)[CH:3]=3)[CH2:43][CH2:42]2)[CH2:39]1)=[O:37])([CH3:34])([CH3:32])[CH3:33]. Procedure: A mixture of 6-chloro-N-(3-methyl-1H-pyrazol-5-yl)-2-[2-(3-pyridin-2-ylisoxazol-5-yl)pyrrolidin-1-yl]pyrimidin-4-amine (Example 17) (300 mg, 0.7 mmol) and 2-(tert-butoxycarbonyl)-2,7-diazaspiro[3.5]nonane (949 mg, 4.2 mmol) in 1,4-dioxane (8 ml) was heated at 160° C. in a sealed vessel under microwave irradiation for 120 minutes. The mixture was allowed to cool and the volatiles removed by evaporation. The residue was purified by column chromatography on silica gel eluting with DCM/methanol/aque...